Dataset: the Open Reaction Database (ORD), a public repository of structured organic reaction records. Task: describe an organic reaction: reactants, conditions, products, and yield Reactants: CC(=O)OC(C)=O, CCO, Nc1ccc(F)c(-c2ccncc2)c1F. Product: CC(=O)Nc1ccc(F)c(-c2ccncc2)c1F. As a reaction SMILES: [CH3:16][C:17](=[O:18])[O:19][C:20](=[O:21])[CH3:22].[CH3:23][CH2:24][OH:25].[NH2:1][c:2]1[c:3]([F:15])[c:4](-[c:9]2[cH:10][cH:11][n:12][cH:13][cH:14]2)[c:5]([F:8])[cH:6][cH:7]1>>[NH:1]([c:2]1[c:3]([F:15])[c:4](-[c:9]2[cH:10][cH:11][n:12][cH:13][cH:14]2)[c:5]([F:8])[cH:6][cH:7]1)[C:17]([CH3:16])=[O:18]. Yields the product Nc1ncc(Br)cc1-c1nnnn1-c1cccc(F)c1F. RXN SMILES: [CH3:43][C:44]#[N:45].[F:1][c:2]1[c:3](-[n:9]2[n:10][n:11][n:12][c:13]2-[c:14]2[c:15]([NH2:20])[n:16][cH:17][cH:18][cH:19]2)[cH:4][cH:5][cH:6][c:7]1[F:8].[Na+:33].[Na+:34].[Na+:35].[Na+:42].[O-:29][C:30]([OH:31])=[O:32].[O-:36][S:37]([O-:38])(=[S:39])=[O:40].[O:21]=[C:22]1[N:23]([Br:28])[C:24](=[O:25])[CH2:26][CH2:27]1.[OH-:41]>>[F:1][c:2]1[c:3](-[n:9]2[n:10][n:11][n:12][c:13]2-[c:14]2[c:15]([NH2:20])[n:16][cH:17][c:18]([Br:28])[cH:19]2)[cH:4][cH:5][cH:6][c:7]1[F:8]. Starting materials: CC#N, Nc1ncccc1-c1nnnn1-c1cccc(F)c1F, [Na+], [Na+], [Na+], [Na+], O=C([O-])O, O=S([O-])([O-])=S, O=C1CCC(=O)N1Br, [OH-]. The reactants are ice, NC=1C2=C([Se]C1C(=O)N)C=CC=C2 (3-aminobenzo[b]selenophene-2-carboxamide), N(=O)[O-].[Na+] (sodium nitrite). Solvent: S(O)(O)(=O)=O (sulfuric acid), S(O)(O)(=O)=O (sulfuric acid). Run at temperature 0 celsius, time 2 hour. Product: N1=NNC(C2=C1C1=C([Se]2)C=CC=C1)=O (3H-Benzo[b]1,2,3-triazino[4,5-d]selenophen-4-one). Isolated yield 19.2%. As a reaction SMILES: [NH2:1][C:2]1[C:3]2[CH:13]=[CH:12][CH:11]=[CH:10][C:4]=2[Se:5][C:6]=1[C:7]([NH2:9])=[O:8].[N:14]([O-])=O.[Na+]>S(=O)(=O)(O)O>[N:1]1[C:2]2[C:3]3[CH:13]=[CH:12][CH:11]=[CH:10][C:4]=3[Se:5][C:6]=2[C:7](=[O:8])[NH:9][N:14]=1 |f:1.2|. Reported procedure: To an ice cold (0° C.) solution of 3-aminobenzo[b]selenophene-2-carboxamide (1.0 g, 4.16 mmol) in concentrated sulfuric acid (25 mL) was added a cold (0° C.) solution of sodium nitrite (0.316 g, 4.58 mmol) in concentrated sulfuric acid (10 mL) for 10 min (while adding, the temperature should keep between −5-0° C.). After addition, the mixture was stirred at 0° C. for 1 h and at rt for 2 h. The reaction mixture was cooled, poured into crushed ice slowly with stirring for 15 min and stirred at the... The reactants are Cc1nn(C)c(C)c1-c1nccc2c(=O)c(-c3ccc(C4(N)CCC4)cc3)c(-c3ccccc3)oc12, CC(C)(C)OC(=O)NC1(c2ccc(-c3c(-c4ccccc4)oc4c(-c5ccccc5)nccc4c3=O)cc2)CCC1. The product is NC1(c2ccc(-c3c(-c4ccccc4)oc4c(-c5ccccc5)nccc4c3=O)cc2)CCC1. RXN SMILES: [NH2:1][C:2]1([c:3]2[cH:4][cH:5][c:6](-[c:7]3[c:8](=[O:9])[c:10]4[c:11]([o:12][c:13]3-[c:14]3[cH:15][cH:16][cH:17][cH:18][cH:19]3)[c:20](-[c:21]3[c:22]([CH3:23])[n:24][n:25]([CH3:26])[c:27]3[CH3:28])[n:29][cH:30][cH:31]4)[cH:32][cH:33]2)[CH2:34][CH2:35][CH2:36]1.[O:37]=[c:38]1[c:39](-[c:60]2[cH:61][cH:62][c:63]([C:66]3([NH:70][C:71](=[O:72])[O:73][C:74]([CH3:75])([CH3:76])[CH3:77])[CH2:67][CH2:68][CH2:69]3)[cH:64][cH:65]2)[c:40](-[c:54]2[cH:55][cH:56][cH:57][cH:58][cH:59]2)[o:41][c:42]2[c:43](-[c:48]3[cH:49][cH:50][cH:51][cH:52][cH:53]3)[n:44][cH:45][cH:46][c:47]12>>[O:37]=[c:38]1[c:39](-[c:60]2[cH:61][cH:62][c:63]([C:66]3([NH2:70])[CH2:67][CH2:68][CH2:69]3)[cH:64][cH:65]2)[c:40](-[c:54]2[cH:55][cH:56][cH:57][cH:58][cH:59]2)[o:41][c:42]2[c:43](-[c:48]3[cH:49][cH:50][cH:51][cH:52][cH:53]3)[n:44][cH:45][cH:46][c:47]12. Starting materials: C[C@H]1C\C(\C(N(C1)C(=O)OC(C)(C)C)=O)=C/C=1N=CN(C1)[C@@H]1CC[C@H](CC1)C (tert-Butyl (3E,5S)-5-methyl-3-{[1-(trans-4-methylcyclohexyl)-1H-imidazol-4-yl]methylene}-2-oxopiperidine-1-carboxylate). Reagents/catalysts: [C].[Pd] (palladium-carbon). The solvent is C(C)O (ethanol). Reaction conditions: time 13 hour. The product is C[C@H]1CC(C(N(C1)C(=O)OC(C)(C)C)=O)CC=1N=CN(C1)[C@@H]1CC[C@H](CC1)C (tert-Butyl (55)-5-methyl-3-{[1-(trans-4-methylcyclohexyl)-1H-imidazol-4-yl]methyl}-2-oxopiperidine-1-carboxylate). Isolated yield 94.4%. Reaction SMILES: [CH3:1][C@@H:2]1[CH2:7][N:6]([C:8]([O:10][C:11]([CH3:14])([CH3:13])[CH3:12])=[O:9])[C:5](=[O:15])/[C:4](=[CH:16]/[C:17]2[N:18]=[CH:19][N:20]([C@H:22]3[CH2:27][CH2:26][C@H:25]([CH3:28])[CH2:24][CH2:23]3)[CH:21]=2)/[CH2:3]1>C(O)C.[C].[Pd]>[CH3:1][C@@H:2]1[CH2:7][N:6]([C:8]([O:10][C:11]([CH3:13])([CH3:12])[CH3:14])=[O:9])[C:5](=[O:15])[CH:4]([CH2:16][C:17]2[N:18]=[CH:19][N:20]([C@H:22]3[CH2:23][CH2:24][C@H:25]([CH3:28])[CH2:26][CH2:27]3)[CH:21]=2)[CH2:3]1 |f:2.3|. Procedure details: The compound (830 mg) obtained in Step 2 of this Example was dissolved in ethanol (25 mL). To the solution, 10% palladium-carbon catalyst (hydrated, 207 mg) was added, and the mixture was stirred for 13 hours under a hydrogen atmosphere. The catalyst was filtered off, and the solvent in the filtrate was distilled off under reduced pressure. The obtained residue was purified by silica gel column chromatography (eluting solvent: hexane/ethyl acetate=1/1-ethyl acetate) to obtain the title compound ... Starting materials: O=C1CCC(=O)N1Cl, O=Cc1cc(Br)cn1-c1ncccc1Cl, C1CCOC1, O. The product is O=Cc1cc(Br)c(Cl)n1-c1ncccc1Cl. Reaction SMILES: [Cl:16][N:17]1[C:18](=[O:19])[CH2:20][CH2:21][C:22]1=[O:23].[Cl:1][c:2]1[c:3](-[n:8]2[c:9]([CH:14]=[O:15])[cH:10][c:11]([Br:13])[cH:12]2)[n:4][cH:5][cH:6][cH:7]1.[O:25]1[CH2:26][CH2:27][CH2:28][CH2:29]1.[OH2:24]>>[Cl:1][c:2]1[c:3](-[n:8]2[c:9]([CH:14]=[O:15])[cH:10][c:11]([Br:13])[c:12]2[Cl:16])[n:4][cH:5][cH:6][cH:7]1. Reactants: C1(CCCCC1)[Mg]Br (cyclohexylmagnesium bromide), C[Mg]Cl (methylmagnesium chloride), C(C1=CC=CC=C1)N1CC=CC1 (N-benzyl-3-pyrroline), C(C1=CC=CC=C1)N(C=O)CC1=CC=CC=C1 (dibenzylformamide). The reagents and catalysts are C(C)(C)O[Ti](OC(C)C)(OC(C)C)OC(C)C (tetraisopropoxytitanium). The solvent is O (water), O1CCCC1 (tetrahydrofuran). Run at time 10 minute. The product is C(C1=CC=CC=C1)N1CC2C(C2C1)N(CC1=CC=CC=C1)CC1=CC=CC=C1 (3-benzyl-6-(dibenzylamino)-3-azabicyclo[3.1.0]hexane). Isolated yield 69.0%. RXN SMILES: C[Mg]Cl.[CH2:4]([N:11]1[CH2:15][CH:14]=[CH:13][CH2:12]1)[C:5]1[CH:10]=[CH:9][CH:8]=[CH:7][CH:6]=1.[CH2:16]([N:23]([CH2:26][C:27]1[CH:32]=[CH:31][CH:30]=[CH:29][CH:28]=1)[CH:24]=O)[C:17]1[CH:22]=[CH:21][CH:20]=[CH:19][CH:18]=1.C1([Mg]Br)CCCCC1>O1CCCC1.C(O[Ti](OC(C)C)(OC(C)C)OC(C)C)(C)C.O>[CH2:4]([N:11]1[CH2:15][CH:14]2[CH:13]([CH:24]2[N:23]([CH2:16][C:17]2[CH:22]=[CH:21][CH:20]=[CH:19][CH:18]=2)[CH2:26][C:27]2[CH:32]=[CH:31][CH:30]=[CH:29][CH:28]=2)[CH2:12]1)[C:5]1[CH:10]=[CH:9][CH:8]=[CH:7][CH:6]=1. Procedure details: At room temperature, a solution of methylmagnesium chloride (3.4 ml, 3 M in tetrahydrofuran) was added dropwise over a period of 10 min to a mixture of N-benzyl-3-pyrroline (1.48 g) and tetraisopropoxytitanium (2.72 ml, 9.3 mmol) tetrahydrofuran. After the solution had stirred for a further 10 min, a solution of dibenzylformamide (2.1 g) in 5 ml of tetrahydrofuran was added at room temperature over a period of 30 seconds. A solution of cyclohexylmagnesium bromide (5.2 ml, 1.95 M in diethyl ether...